The task is: describe an organic reaction: reactants, conditions, products, and yield. This data is from the Open Reaction Database (ORD), a public repository of structured organic reaction records. Reactants: ClC1=CC=C(C=C1)S(=O)(=O)N([C@@H](CCN1C(CCCC1)CS(=O)(=O)C)C)C1=C(C=CC(=C1)Cl)Cl (4-chloro-N-(2,5-dichlorophenyl)-N-(3-(2-((methylsulfonyl)methyl)-1-piperidinyl)-1(R)-methylpropyl)benzenesulfonamide), [K+].[Br-] (KBr), ClC1=CC=C(C=C1)S(=O)(=O)N([C@@H](CCBr)C)C1=C(C=CC(=C1)Cl)Cl (4-chloro-N-[2,5-dichlorophenyl]-N-[(R)-1-methyl-3-bromopropyl]benzenesulfonamide), 2-carboxymethyl-3-thiazolidine. Product: C1(=CC=CC=C1)S(=O)(=O)N (benzenesulfonamide). Isolated yield 6.0%. RXN SMILES: Cl[C:2]1[CH:7]=[CH:6][C:5]([S:8]([N:11](C2C=C(Cl)C=CC=2Cl)[C@H](C)CCN2CCCCC2CS(C)(=O)=O)(=[O:10])=[O:9])=[CH:4][CH:3]=1.ClC1C=CC(S(N(C2C=C(Cl)C=CC=2Cl)[C@H](C)CCBr)(=O)=O)=CC=1.[K+].[Br-]>>[C:5]1([S:8]([NH2:11])(=[O:10])=[O:9])[CH:6]=[CH:7][CH:2]=[CH:3][CH:4]=1 |f:2.3|. Procedure details: 4-chloro-N-2,5-dichlorophenyl)-N-3-(2-carboxymethyl-3-thiazolidinyl)-1(R)-methylpropyl)-benzenesulfonamide was prepared analogous to 4-chloro-N-(2,5-dichlorophenyl)-N-(3-(2-((methylsulfonyl)methyl)-1-piperidinyl)-1(R)-methylpropyl)benzenesulfonamide by reacting 4-chloro-N-[2,5-dichlorophenyl]-N-[(R)-1-methyl-3-bromopropyl]benzenesulfonamide with 2-carboxymethyl-3-thiazolidine. Yield=6%; White powder: IR (KBr) 1747, 1467, 1352, 1166, 1094, 622 cm−1; MS (ESI+), 537 (M+H)+. Reactants: ClC1=C2C(=NC=C1)N(C=C2C(F)(F)F)COCC[Si](C)(C)C (4-chloro-3-(trifluoromethyl)-1-{[2-(trimethylsilyl)ethoxy]-methyl}-1H-pyrrolo[2,3-b]pyridine), FC1=C(N)C=CC(=C1)[N+](=O)[O-] (2-fluoro-4-nitroaniline), C1(CCCCC1)P(C1=C(C=CC=C1)C1=C(C=C(C=C1C(C)C)C(C)C)C(C)C)C1CCCCC1 (dicyclohexyl(2′,4′,6′-triisopropylbiphenyl-2-yl)phosphine), C([O-])([O-])=O.[K+].[K+] (potassium carbonate). The reagents and catalysts are C=1C=CC(=CC1)/C=C/C(=O)/C=C/C2=CC=CC=C2.C=1C=CC(=CC1)/C=C/C(=O)/C=C/C2=CC=CC=C2.C=1C=CC(=CC1)/C=C/C(=O)/C=C/C2=CC=CC=C2.[Pd].[Pd] (tris(dibenzylideneacetone)dipalladium). The solvent is C(C)(C)(C)O (tert-butanol). Product: FC1=C(C=CC(=C1)[N+](=O)[O-])NC=1C2=C(N=CC1)N(C=C2C(F)(F)F)COCC[Si](C)(C)C (N-(2-Fluoro-4-nitrophenyl)-3-(trifluoromethyl)-1-{[2-(trimethylsilyl)ethoxy]methyl}-1H-pyrrolo[2,3-b]pyridine-4-amine). As a reaction SMILES: Cl[C:2]1[CH:7]=[CH:6][N:5]=[C:4]2[N:8]([CH2:15][O:16][CH2:17][CH2:18][Si:19]([CH3:22])([CH3:21])[CH3:20])[CH:9]=[C:10]([C:11]([F:14])([F:13])[F:12])[C:3]=12.[F:23][C:24]1[CH:30]=[C:29]([N+:31]([O-:33])=[O:32])[CH:28]=[CH:27][C:25]=1[NH2:26].C1(P(C2CCCCC2)C2C=CC=CC=2C2C(C(C)C)=CC(C(C)C)=CC=2C(C)C)CCCCC1.C(=O)([O-])[O-].[K+].[K+]>C(O)(C)(C)C.C1C=CC(/C=C/C(/C=C/C2C=CC=CC=2)=O)=CC=1.C1C=CC(/C=C/C(/C=C/C2C=CC=CC=2)=O)=CC=1.C1C=CC(/C=C/C(/C=C/C2C=CC=CC=2)=O)=CC=1.[Pd].[Pd]>[F:23][C:24]1[CH:30]=[C:29]([N+:31]([O-:33])=[O:32])[CH:28]=[CH:27][C:25]=1[NH:26][C:2]1[C:3]2[C:10]([C:11]([F:14])([F:13])[F:12])=[CH:9][N:8]([CH2:15][O:16][CH2:17][CH2:18][Si:19]([CH3:22])([CH3:21])[CH3:20])[C:4]=2[N:5]=[CH:6][CH:7]=1 |f:3.4.5,7.8.9.10.11|. Procedure details: A solution of 170 mg (0.485 mmol) of 4-chloro-3-(trifluoromethyl)-1-{[2-(trimethylsilyl)ethoxy]-methyl}-1H-pyrrolo[2,3-b]pyridine, 91 mg (0.58 mmol) of 2-fluoro-4-nitroaniline, 31 mg (0.035 mmol) of tris(dibenzylideneacetone)dipalladium, 33 mg (0.07 mmol) of dicyclohexyl(2′,4′,6′-triisopropylbiphenyl-2-yl)phosphine and 100 mg (0.72 mmol) of potassium carbonate in 3.00 ml of degassed tert-butanol is stirred in a sealed pressure vessel at 100° C. for 3 h. After cooling to RT, the reaction mixture ... Run in CC#N (CH3CN), O (H2O). RXN SMILES: [C:1]([CH:5]1[CH2:14][C:13]2[C:8](=[C:9]([O:17]C)[CH:10]=[CH:11][C:12]=2[O:15]C)[CH2:7][S:6]1)([O:3][CH3:4])=[O:2]>CC#N.O>[C:1]([CH:5]1[CH2:14][C:13]2[C:12](=[O:15])[CH:11]=[CH:10][C:9](=[O:17])[C:8]=2[CH2:7][S:6]1)([O:3][CH3:4])=[O:2]. The yield is 95.0%. Yields the product C(=O)(OC)C1SCC=2C(C=CC(C2C1)=O)=O (3-carbomethoxy-5,8-dioxoisothiochroman). Run at temperature 0 celsius, time 10 minute. Procedure: To a stirred solution of isothiochroman from step 1 above (253 mg, 0.94 mmol) in 3 ml of CH3CN was added dropwise a solution of ceric ammonium nitrate (1.550 g, 283 mmol) in 3 ml of H2O. The reaction mixture was stirred at 0° C. for 10 minutes and then at room temperature for 10 minutes, followed by extraction with CH2Cl2 (10 ml×3). The combined organic layers were washed with brine and water, dried over MgSO4, and then concentrated to a yellow residue (213 mg, 0.89 mmol) in 95% yield, which was... Starting materials: residue, C(=O)(OC)C1SCC2=C(C=CC(=C2C1)OC)OC (3-carbomethoxy-5,8-dimethoxyisothiochroman), ceric ammonium nitrate. Starting materials: CCNCC, ClP(Cl)(Cl)(Cl)Cl, O=C(O)Cc1cccc(Oc2ccccc2F)c1[N+](=O)[O-]. The product is CCN(CC)C(=O)Cc1cccc(Oc2ccccc2F)c1[N+](=O)[O-]. As a reaction SMILES: [CH2:28]([CH3:29])[NH:30][CH2:31][CH3:32].[Cl:22][P:23]([Cl:24])([Cl:25])([Cl:26])[Cl:27].[N+:1](=[O:2])([O-:3])[c:4]1[c:5]([CH2:18][C:19](=[O:20])[OH:21])[cH:6][cH:7][cH:8][c:9]1[O:10][c:11]1[c:12]([F:17])[cH:13][cH:14][cH:15][cH:16]1>>[N+:1](=[O:2])([O-:3])[c:4]1[c:5]([CH2:18][C:19](=[O:21])[N:30]([CH2:28][CH3:29])[CH2:31][CH3:32])[cH:6][cH:7][cH:8][c:9]1[O:10][c:11]1[c:12]([F:17])[cH:13][cH:14][cH:15][cH:16]1. Reactants: COC(C(CC=1C=C2C=CNC2=CC1)OC(C)C)=O (rac-3-(1H-indol-5-yl)-2-isopropoxy-propionic acid methyl ester), ClCC=1N=C(OC1C)C1=C(C=CC=C1)C (4-chloromethyl-5-methyl-2-o-tolyl-oxazole). Product: C(C)(C)OC(C(=O)O)CC=1C=C2C=CN(C2=CC1)CC=1N=C(OC1C)C1=C(C=CC=C1)C (rac-2-isopropoxy-3-[1-(5-methyl-2-o-tolyl-oxazol-4-ylmethyl)-1H-indol-5-yl]-propionic acid). RXN SMILES: C[O:2][C:3](=[O:19])[CH:4]([O:15][CH:16]([CH3:18])[CH3:17])[CH2:5][C:6]1[CH:7]=[C:8]2[C:12](=[CH:13][CH:14]=1)[NH:11][CH:10]=[CH:9]2.Cl[CH2:21][C:22]1[N:23]=[C:24]([C:28]2[CH:33]=[CH:32][CH:31]=[CH:30][C:29]=2[CH3:34])[O:25][C:26]=1[CH3:27]>>[CH:16]([O:15][CH:4]([CH2:5][C:6]1[CH:7]=[C:8]2[C:12](=[CH:13][CH:14]=1)[N:11]([CH2:21][C:22]1[N:23]=[C:24]([C:28]3[CH:33]=[CH:32][CH:31]=[CH:30][C:29]=3[CH3:34])[O:25][C:26]=1[CH3:27])[CH:10]=[CH:9]2)[C:3]([OH:2])=[O:19])([CH3:18])[CH3:17]. Reported procedure: In analogy to the procedure described in example 44, rac-3-(1H-indol-5-yl)-2-isopropoxy-propionic acid methyl ester (preparation 8) was reacted with 4-chloromethyl-5-methyl-2-o-tolyl-oxazole to give rac-2-isopropoxy-3-[1-(5-methyl-2-o-tolyl-oxazol-4-ylmethyl)-1H-indol-5-yl]-propionic acid as off-white solid. Reactants: ClC(C(=O)ON=C(C(=O)Cl)C=1SC=CC1)Cl (2-dichloroacetoxyimino-2-(thien-2-yl)-acetyl chloride), solution, Cl.N[C@H]1[C@@H]2N(C(=C(CS2)CSC=2OC(=NN2)C2=CC=CC=C2)C(=O)OC(C2=CC=CC=C2)C2=CC=CC=C2)C1=O (diphenylmethyl 7β-amino-3-(5-phenyl-1,3,4-oxadiazol-2-ylthiomethyl)-ceph-3-em-4-carboxylate hydrochloride), C1C(C)O1 (propylene oxide). Run in C(Cl)Cl (methylene dichloride), C(Cl)Cl (methylene dichloride). Run at time 30 minute. Product: ON=C(C(=O)N[C@H]1[C@@H]2N(C(=C(CS2)CSC=2OC(=NN2)C2=CC=CC=C2)C(=O)OC(C2=CC=CC=C2)C2=CC=CC=C2)C1=O)C=1SC=CC1 (diphenylmethyl 7β-[2-hydroxyimino-2-(thien-2-yl)-acetamido]-3-(5-phenyl-1,3,4-oxadiazol-2-ylthiomethyl)-ceph-3-em-4-carboxylate). As a reaction SMILES: ClC(Cl)C([O:5][N:6]=[C:7]([C:11]1[S:12][CH:13]=[CH:14][CH:15]=1)[C:8](Cl)=[O:9])=O.Cl.[NH2:18][C@@H:19]1[C:55](=[O:56])[N:21]2[C:22]([C:39]([O:41][CH:42]([C:49]3[CH:54]=[CH:53][CH:52]=[CH:51][CH:50]=3)[C:43]3[CH:48]=[CH:47][CH:46]=[CH:45][CH:44]=3)=[O:40])=[C:23]([CH2:26][S:27][C:28]3[O:29][C:30]([C:33]4[CH:38]=[CH:37][CH:36]=[CH:35][CH:34]=4)=[N:31][N:32]=3)[CH2:24][S:25][C@H:20]12.C1OC1C>C(Cl)Cl>[OH:5][N:6]=[C:7]([C:11]1[S:12][CH:13]=[CH:14][CH:15]=1)[C:8]([NH:18][C@@H:19]1[C:55](=[O:56])[N:21]2[C:22]([C:39]([O:41][CH:42]([C:49]3[CH:54]=[CH:53][CH:52]=[CH:51][CH:50]=3)[C:43]3[CH:44]=[CH:45][CH:46]=[CH:47][CH:48]=3)=[O:40])=[C:23]([CH2:26][S:27][C:28]3[O:29][C:30]([C:33]4[CH:34]=[CH:35][CH:36]=[CH:37][CH:38]=4)=[N:31][N:32]=3)[CH2:24][S:25][C@H:20]12)=[O:9] |f:1.2|. Procedure details: A solution of 2-dichloroacetoxyimino-2-(thien-2-yl)-acetyl chloride (syn-isomer) in methylene dichloride (7 ml. of 15% solution; was added, over 5 minutes, to a stirred solution of diphenylmethyl 7β-amino-3-(5-phenyl-1,3,4-oxadiazol-2-ylthiomethyl)-ceph-3-em-4-carboxylate hydrochloride (1.779 g.) and propylene oxide (1.5 ml.) in dry methylene dichloride (25 ml.). After stirring for a further 30 minutes, the solution was washed with saturated aqueous sodium bicarbonate, water and brine (25 ml. of... Run in C1CCOC1 (THF). Yield: 90.1%. Yields the product O(C1=CC=CC=C1)C1=C2C(N(C(C2=CC=C1)=O)C(C)(C1=CC=CC=C1)C)O (4-phenoxy-3-hydroxy-2-(1-methyl-1-phenylethyl)isoindolinone). RXN SMILES: [O:1]([C:8]1[CH:9]=[C:10]([CH:23]=[CH:24][CH:25]=1)[C:11]([NH:13][C:14]([CH3:22])([C:16]1[CH:21]=[CH:20][CH:19]=[CH:18][CH:17]=1)[CH3:15])=[O:12])[C:2]1[CH:7]=[CH:6][CH:5]=[CH:4][CH:3]=1.CN(CCN(C)C)C.C([Li])(CC)C.CCCCCC.CN([CH:48]=[O:49])C>C1COCC1>[O:1]([C:8]1[CH:25]=[CH:24][CH:23]=[C:10]2[C:9]=1[CH:48]([OH:49])[N:13]([C:14]([CH3:15])([C:16]1[CH:17]=[CH:18][CH:19]=[CH:20][CH:21]=1)[CH3:22])[C:11]2=[O:12])[C:2]1[CH:3]=[CH:4][CH:5]=[CH:6][CH:7]=1 |f:2.3|. The reactants are CN(C)CCN(C)C (TMEDA), C(C)(CC)[Li].CCCCCC (sec-butyllithium hexane), CN(C)C=O (DMF), O(C1=CC=CC=C1)C=1C=C(C(=O)NC(C)(C2=CC=CC=C2)C)C=CC1 (3-phenoxy-N-(1-methyl-1-phenylethyl)benzamide). Procedure details: In a similar manner to Step 2 of Example 16, 3-phenoxy-N-(1-methyl-1-phenylethyl)benzamide (4.00 g, 12.1 mmol) was dissolved in THF (160 mL), and the solution was treated with TMEDA (5.80 mL, 38.7 mmol), sec-butyllithium-hexane solution (0.99 mol/L, 39.0 mL, 38.7 mmol) and DMF (2.10 mL, 26.6 mmol), followed by purification by slurry using diisopropylether to obtain 4-phenoxy-3-hydroxy-2-(1-methyl-1-phenylethyl)isoindolinone (3.92 g, yield 90%). Starting materials: C(#N)C(CC(C(=O)OC)C)(C1=CC=NC=C1)N1CCCCC1 (methyl 4-cyano-2-methyl-4-(1-piperidinyl)-4-(4-pyridinyl)butanoate), C(#N)C(CC(C(=O)OCCC)C)(N1CCOCC1)C1=CC=NC=C1 (n-propyl 4-cyano-4-(4-pyridinyl)-2-methyl-4-(4-morpholinyl)butanoate), C(#N)C(CC(C(=O)OC)C)(N1CCCC1)C1=CC=NC=C1 (methyl 4-cyano-2-methyl-4-(4-pyridinyl)-4-(1-pyrrolidinyl)butanoate), C(#N)C(CC(C(=O)OCC)C)(C1=CC=NC=C1)N1CCOCC1 (ethyl 4-cyano-2-methyl-4-(4-morpholinyl)-4-(4-pyridinyl)butanoate). Product: CC1C(NN=C(C1)C1=CC=NC=C1)=O (4,5-Dihydro-4-methyl-6-(4-pyridinyl)-3(2H)pyridazinone). RXN SMILES: C([C:3]([N:17]1CCCCC1)([C:11]1[CH:16]=[CH:15][N:14]=[CH:13][CH:12]=1)[CH2:4][CH:5]([CH3:10])[C:6](OC)=[O:7])#N.C(C(C1C=CN=CC=1)(N1CCCC1)CC(C)C(OC)=O)#[N:24].C(C(N1CCOCC1)(C1C=CN=CC=1)CC(C)C(OCC)=O)#N.C(C(C1C=CN=CC=1)(N1CCOCC1)CC(C)C(OCCC)=O)#N>>[CH3:10][CH:5]1[CH2:4][C:3]([C:11]2[CH:16]=[CH:15][N:14]=[CH:13][CH:12]=2)=[N:17][NH:24][C:6]1=[O:7]. Procedure: Following the above procedure described above for preparing methyl 4-cyano-2-methyl-4-(4-morpholinyl)-4-(4-pyridinyl)butanoate but using in place of 2-(4-morpholinyl)-2-(4-pyridinyl)ethanenitrile and methyl methacrylate molar equivalent quantities respectively of the appropriate 2-(BN)-2-(4-pyridinyl)ethanenitrile and lower-alkyl methacrylate, it is contemplated that there can be obtained the following corresponding lower-alkyl 4-cyano-2-methyl-4-(BN)-2-(4-pyridinyl)butanoates: methyl 4-cyano-2-...